Task: describe an organic reaction: reactants, conditions, products, and yield. Dataset: the Open Reaction Database (ORD), a public repository of structured organic reaction records The reactants are C(C1=CC=CC=C1)OC(=O)N1[C@@H](C[C@H](C1)OS(=O)(=O)C)COCCNC(=O)N ((2S,4R)-1-benzyloxycarbonyl-4-methanesulfonyloxy-2-[(2-ureidoethyl)oxymethyl]pyrrolidine), Cl (hydrochloric acid), [H][H] (hydrogen). The reagents and catalysts are [Pd] (palladium on carbon). Solvent: CO (methanol). The product is CS(=O)(=O)O[C@@H]1C[C@H](NC1)COCCNC(=O)N ((2S,4R)-4-methanesulfonyloxy-2-[(2-ureidoethyl)oxymethyl]pyrrolidine). Reaction SMILES: C(OC([N:11]1[CH2:15][C@H:14]([O:16][S:17]([CH3:20])(=[O:19])=[O:18])[CH2:13][C@H:12]1[CH2:21][O:22][CH2:23][CH2:24][NH:25][C:26]([NH2:28])=[O:27])=O)C1C=CC=CC=1.Cl.[H][H]>[Pd].CO>[CH3:20][S:17]([O:16][C@H:14]1[CH2:15][NH:11][C@H:12]([CH2:21][O:22][CH2:23][CH2:24][NH:25][C:26]([NH2:28])=[O:27])[CH2:13]1)(=[O:18])=[O:19]. Reported procedure: A mixture of (2S,4R)-1-benzyloxycarbonyl-4-methanesulfonyloxy-2-[(2-ureidoethyl)oxymethyl]pyrrolidine (13.25 g), concentrated hydrochloric acid (3 ml), methanol (150 ml) and 10% palladium on carbon (0.5 g) was stirred under atmospheric pressure of hydrogen at ambient temperature for 4 hours. The catalyst was filtered off and the filtrate was concentrated under reduced pressure to give (2S,4R)-4-methanesulfonyloxy-2-[(2-ureidoethyl)oxymethyl]pyrrolidine. To a solution of the compound obtained abo... Product: CCOC(=O)Cc1ccc(C(=O)c2ccc([N+](=O)[O-])cc2)n1C. The reactants are [Al+3], ClCCl, CCOC(=O)Cc1cccn1C, [Cl-], [Cl-], [Cl-], Cl, O=C(Cl)c1ccc([N+](=O)[O-])cc1. As a reaction SMILES: [Al+3:14].[CH2:30]([Cl:31])[Cl:32].[CH3:17][n:18]1[c:19]([CH2:23][C:24](=[O:25])[O:26][CH2:27][CH3:28])[cH:20][cH:21][cH:22]1.[Cl-:13].[Cl-:15].[Cl-:16].[ClH:29].[N+:1](=[O:2])([O-:3])[c:4]1[cH:5][cH:6][c:7]([C:8](=[O:9])[Cl:10])[cH:11][cH:12]1>>[N+:1](=[O:2])([O-:3])[c:4]1[cH:5][cH:6][c:7]([C:8](=[O:9])[c:22]2[n:18]([CH3:17])[c:19]([CH2:23][C:24](=[O:25])[O:26][CH2:27][CH3:28])[cH:20][cH:21]2)[cH:11][cH:12]1.